Dataset: the Open Reaction Database (ORD), a public repository of structured organic reaction records. Task: describe an organic reaction: reactants, conditions, products, and yield The reactants are ClN1C(CCC1=O)=O (N-chlorosuccinimide), C(C)(C)C=1NC(=C(N1)CO)CO (2-isopropyl-4,5-bis(hydroxymethyl) imidazole). Solvent: C(C)O (ethanol). Run at time 25 minute. Product: C(C)(C)C=1NC(=C(N1)Cl)CO (2-isopropyl-4-chloro-5-(hydroxymethyl) imidazole). RXN SMILES: [Cl:1]N1C(=O)CCC1=O.[CH:9]([C:12]1[NH:13][C:14]([CH2:19][OH:20])=[C:15](CO)[N:16]=1)([CH3:11])[CH3:10]>C(O)C>[CH:9]([C:12]1[NH:13][C:14]([CH2:19][OH:20])=[C:15]([Cl:1])[N:16]=1)([CH3:11])[CH3:10]. Procedure details: 2.81 Grams (21 mmol) of the N-chlorosuccinimide was added little by little to a solution consisting of 3.47 g (20.4 mmol) of a 2-isopropyl-4,5-bis(hydroxymethyl) imidazole and 220 ml of ethanol at a temperature of 40° to 45° C. with stirring over a period of about 25 minutes. The mixture was stirred at the same temperature for two hours to effect the reaction, and then ethanol was distilled off under reduced pressure. The resulting reaction product was washed with water to obtain a pale yellowis... The reactants are C(CCCCCCCCCCCCCCC)N1CCN(CC1)C1=CC=C(C=C1)CCC(=O)OCCCC (n-butyl 3-[4-(1-n-hexadecylpiperazin-4-yl)-phenyl]-propionate), [OH-].[Na+] (sodium hydroxide). Run in CO (methanol). Product: C(CCCCCCCCCCCCCCC)N1CCN(CC1)C1=CC=C(C=C1)CCC(=O)O (3-[4-(1-n-Hexadecylpiperazin-4-yl)-phenyl]-propionic acid). Reaction SMILES: [CH2:1]([N:17]1[CH2:22][CH2:21][N:20]([C:23]2[CH:28]=[CH:27][C:26]([CH2:29][CH2:30][C:31]([O:33]CCCC)=[O:32])=[CH:25][CH:24]=2)[CH2:19][CH2:18]1)[CH2:2][CH2:3][CH2:4][CH2:5][CH2:6][CH2:7][CH2:8][CH2:9][CH2:10][CH2:11][CH2:12][CH2:13][CH2:14][CH2:15][CH3:16].[OH-].[Na+]>CO>[CH2:1]([N:17]1[CH2:22][CH2:21][N:20]([C:23]2[CH:28]=[CH:27][C:26]([CH2:29][CH2:30][C:31]([OH:33])=[O:32])=[CH:25][CH:24]=2)[CH2:19][CH2:18]1)[CH2:2][CH2:3][CH2:4][CH2:5][CH2:6][CH2:7][CH2:8][CH2:9][CH2:10][CH2:11][CH2:12][CH2:13][CH2:14][CH2:15][CH3:16] |f:1.2|. Procedure: A mixture of 16.0 g. (30 mmole) n-butyl 3-[4-(1-n-hexadecylpiperazin-4-yl)-phenyl]-propionate, 125 ml. 1N aqueous sodium hydroxide solution and 125 ml. methanol is stirred for 6 hours at 60° C. and the methanol subsequently distilled off. Crystals precipitate out from the cold aqueous phase, which are filtered off with suction and washed with water. They are dissolved in hot water and the hydrochloride is precipitated with 2N hydrochloric acid. After suction filtration, washing with water and dr... Reactants: C(CO)(=O)O (glycolic acid), ice water, CC[C@@]1(C2=C(COC1=O)C(=O)N3CC=4C=C5C=CC=CC5=NC4C3=C2)O (Camptothecin), S(=O)(=O)([O-])OOS(=O)(=O)[O-].[NH4+].[NH4+] (ammonium persulfate). The reagents and catalysts are [N+](=O)([O-])[O-].[Ag+] (silver nitrate). The solvent is S(O)(O)(=O)=O (sulfuric acid). The product is CC[C@@]1(C2=C(COC1=O)C(=O)N3CC4=C(C5=CC=CC=C5N=C4C3=C2)CO)O (7-hydroxymethylcamptothecin). RXN SMILES: [CH3:1][CH2:2][C@@:3]1([OH:26])[C:8](=[O:9])[O:7][CH2:6][C:5]2[C:10]([N:12]3[C:24](=[CH:25][C:4]1=2)[C:23]1[N:22]=[C:21]2[C:16]([CH:17]=[CH:18][CH:19]=[CH:20]2)=[CH:15][C:14]=1[CH2:13]3)=[O:11].C(O)(=O)[CH2:28][OH:29].S(OOS([O-])(=O)=O)([O-])(=O)=O.[NH4+].[NH4+]>S(=O)(=O)(O)O.[N+]([O-])([O-])=O.[Ag+]>[CH3:1][CH2:2][C@@:3]1([OH:26])[C:8](=[O:9])[O:7][CH2:6][C:5]2[C:10]([N:12]3[C:24](=[CH:25][C:4]1=2)[C:23]1[C:14](=[C:15]([CH2:28][OH:29])[C:16]2[C:21]([N:22]=1)=[CH:20][CH:19]=[CH:18][CH:17]=2)[CH2:13]3)=[O:11] |f:2.3.4,6.7|. Procedure details: Camptothecin (50 mg, 0.143 m-mol) was dissolved in 75% sulfuric acid (3 ml). To this solution were added glycolic acid (500 mg, 6.57 m-mol) and silver nitrate (250 mg, 1.31 m-mol) and then was added dropwise under heating (100°-110° C.) and agitation and aqueous solution (15 ml) of ammonium persulfate (3.00 g, 0.0131 m-mol) over 2 hours. After the reaction mixture was allowed to cool, ice water (100 ml) was poured into the reaction mixture which was then extracted with chloroform (100 ml×3). The... Starting materials: C(#N)C1=NC=C(C=C1)C1CC1 (2-cyano-5-cyclopropylpyridine). Reagents/catalysts: [Ni] (Ni). The solvent is N (ammonia), CO (MeOH). Product: C1(CC1)C=1C=CC(=NC1)CN ((5-Cyclopropylpyridin-2-yl)methanamine). RXN SMILES: [C:1]([C:3]1[CH:8]=[CH:7][C:6]([CH:9]2[CH2:11][CH2:10]2)=[CH:5][N:4]=1)#[N:2]>N.CO.[Ni]>[CH:9]1([C:6]2[CH:7]=[CH:8][C:3]([CH2:1][NH2:2])=[N:4][CH:5]=2)[CH2:11][CH2:10]1. Reported procedure: To a solution of 2-cyano-5-cyclopropylpyridine (210 mg, 1.4 mmol) in 20 mL of 7.0 M ammonia in MeOH was added a small spoon of Raney Ni slurry. The mixture was hydrogenated at 50 psi overnight. The catalyst was filtered off and the filtrate was concentrated to yield a dark oil which was used for the next step reaction without further purification. Starting materials: C(C)(=O)OC1=NN(N=C1C)C1=CC=C(C=C1)F (2-(4-Fluorophenyl)-5-methyl-2H-1,2,3-triazol-4-yl acetate), C(C)(=O)OC1=NN(N=C1C)C1=CC=C(C=C1)F (2-(4-fluorophenyl)-5-methyl-2H-1,2,3-triazol-4-yl acetate), [OH-].[Na+] (sodium hydroxide). Run in CO (methanol), O (water). The product is FC1=CC=C(C=C1)N1N=C(C(N1)=O)C (2-(4-fluorophenyl)-2,3-dihydro-5-methyl-4H-1,2,3-triazol-4-one). RXN SMILES: C([O:4][C:5]1[C:9]([CH3:10])=[N:8][N:7]([C:11]2[CH:16]=[CH:15][C:14]([F:17])=[CH:13][CH:12]=2)[N:6]=1)(=O)C.[OH-].[Na+]>CO.O>[F:17][C:14]1[CH:13]=[CH:12][C:11]([N:7]2[NH:6][C:5](=[O:4])[C:9]([CH3:10])=[N:8]2)=[CH:16][CH:15]=1 |f:1.2|. Reported procedure: 2-(4-Fluorophenyl)-5-methyl-2H-1,2,3-triazol-4-yl acetate (i.e. the product of Step B, 7.8 g, 33 mmol) was suspended in methanol (150 mL). A solution of sodium hydroxide (7 M, 22 mL, 140 mmol) was added over several minutes with stirring during which time the mixture became homogeneous and then stirred at 23° C. for 18 h. The reaction was concentrated under reduced pressure to remove excess methanol. The remaining residue was diluted with water (200 mL) and washed with hexanes. The aqueous layer... Reactants: C(C)O (ethanol), NCCCCN1CCC(CC1)C1=NOC2=C1C=CC(=C2)F (1-(4aminobutyl)-4-(6-fluoro-1,2-benzisoxazol-3-yl)piperidine), anhydride, Cl (HCl), C(C)O (ethanol). Run in N1=CC=CC=C1 (pyridine), N1=CC=CC=C1 (pyridine). Yields the product Cl.FC1=CC2=C(C(=NO2)C2CCN(CC2)CCCCN2C([C@H]3CCCC[C@H]3C2=O)=O)C=C1 (cis-2-[4-[4-(6-Fluoro-1,2-benzisoxazol-3-yl)-1-piperidinyl]butyl]hexahydro-1H-isoindole-1,3-dione hydrochloride). Reaction SMILES: [NH2:1][CH2:2][CH2:3][CH2:4][CH2:5][N:6]1[CH2:11][CH2:10][CH:9]([C:12]2[C:16]3[CH:17]=[CH:18][C:19]([F:21])=[CH:20][C:15]=3[O:14][N:13]=2)[CH2:8][CH2:7]1.[ClH:22].[CH2:23]([OH:25])[CH3:24]>N1C=CC=CC=1>[ClH:22].[F:21][C:19]1[CH:18]=[CH:17][C:16]2[C:12]([CH:9]3[CH2:10][CH2:11][N:6]([CH2:5][CH2:4][CH2:3][CH2:2][N:1]4[C:23](=[O:25])[C@H:24]5[C@H:16]([CH2:12][CH2:9][CH2:8][CH2:7]5)[C:15]4=[O:14])[CH2:7][CH2:8]3)=[N:13][O:14][C:15]=2[CH:20]=1 |f:4.5|. Procedure details: A mixture of 1-(4aminobutyl)-4-(6-fluoro-1,2-benzisoxazol-3-yl)piperidine (4.7 g, 16.1 mmol) and cis-1,2-cyclohexanedicarboxy]ic anhydride (3.23 g, 21 mmol) in pyridine (45 ml) was heated at reflux for 8 hours. At the end of the reaction, pyridine was removed to dryness. The crude product was purified on a silica gel column. The material thus obtained weighed 3.18 g (45%) as a clear oil. This oil was dissolved in ethanol (15 ml), then was treated with HCl in ethanol (45 ml). Crystallization took... Starting materials: C(C)(C)(C)OC(NC1=C(C=C(C(=C1)OCC(F)(F)F)C(F)(F)F)NC(CC(=O)C1=CC(=CC=C1)C1=CC(=NC(=C1)COC1OCCCC1)C)=O)=O ((RS)-[2-(3-{3-[2-methyl-6-(tetrahydro-pyran-2-yloxymethyl)-pyridin-4-yl]-phenyl}-3-oxo-propionylamino)-5-(2,2,2-trifluoro-ethoxy)-4-trifluoromethyl-phenyl]-carbamic acid tert-butyl ester), C(=O)(C(F)(F)F)O (TFA). The solvent is C(Cl)Cl (CH2Cl2). Yields the product OCC1=NC(=CC(=C1)C=1C=C(C=CC1)C1=NC2=C(NC(C1)=O)C=C(C(=C2)OCC(F)(F)F)C(F)(F)F)C (4-[3-(2-Hydroxymethyl-6-methyl-pyridin-4-yl)-phenyl]-7-(2,2,2-trifluoro-ethoxy)-8-trifluoromethyl-1,3-dihydro-benzo[b][1,4]diazepin-2-one), solid. Yield: 65.0%. RXN SMILES: C(OC(=O)[NH:7][C:8]1[CH:13]=[C:12]([O:14][CH2:15][C:16]([F:19])([F:18])[F:17])[C:11]([C:20]([F:23])([F:22])[F:21])=[CH:10][C:9]=1[NH:24][C:25](=[O:50])[CH2:26][C:27]([C:29]1[CH:34]=[CH:33][CH:32]=[C:31]([C:35]2[CH:40]=[C:39]([CH2:41][O:42]C3CCCCO3)[N:38]=[C:37]([CH3:49])[CH:36]=2)[CH:30]=1)=O)(C)(C)C.C(O)(C(F)(F)F)=O>C(Cl)Cl>[OH:42][CH2:41][C:39]1[CH:40]=[C:35]([C:31]2[CH:30]=[C:29]([C:27]3[CH2:26][C:25](=[O:50])[NH:24][C:9]4[CH:10]=[C:11]([C:20]([F:22])([F:21])[F:23])[C:12]([O:14][CH2:15][C:16]([F:19])([F:18])[F:17])=[CH:13][C:8]=4[N:7]=3)[CH:34]=[CH:33][CH:32]=2)[CH:36]=[C:37]([CH3:49])[N:38]=1. Procedure details: The title compound was prepared from (RS)-[2-(3-{3-[2-methyl-6-(tetrahydro-pyran-2-yloxymethyl)-pyridin-4-yl]-phenyl}-3-oxo-propionylamino)-5-(2,2,2-trifluoro-ethoxy)-4-trifluoromethyl-phenyl]-carbamic acid tert-butyl ester (Example M300) (0.49 g, 0.67 mmol) by treatment with TFA in CH2Cl2 according to the general procedure N. Obtained as a light brown solid (230 mg, 65%).